Dataset: the Open Reaction Database (ORD), a public repository of structured organic reaction records. Task: describe an organic reaction: reactants, conditions, products, and yield Starting materials: C(C)(C)(C)OC(=O)N1CC(CCC1)(C)CO ((rac)-3-hydroxymethyl-3-methyl-piperidine-1-carboxylic acid tert-butyl ester), Cl (HCl). Solvent: C(Cl)Cl (CH2Cl2), O1CCOCC1 (dioxane). Reaction conditions: time 2 hour. Yields the product Cl.CC1(CNCCC1)CO ((rac)-(3-Methyl-piperidin-3-yl)-methanol hydrochloride). As a reaction SMILES: C(OC([N:8]1[CH2:13][CH2:12][CH2:11][C:10]([CH2:15][OH:16])([CH3:14])[CH2:9]1)=O)(C)(C)C.[ClH:17]>C(Cl)Cl.O1CCOCC1>[ClH:17].[CH3:14][C:10]1([CH2:15][OH:16])[CH2:11][CH2:12][CH2:13][NH:8][CH2:9]1 |f:4.5|. Procedure details: A solution of 0.20 g (0.87 mmol) of (rac)-3-hydroxymethyl-3-methyl-piperidine-1-carboxylic acid tert-butyl ester was dissolved in 5 ml of CH2Cl2, treated at 0° C. with a solution of HCl in dioxane (2.18 ml, 4 M in dioxane) and stirred for 2 h at RT. The reaction was then concentrated to dryness and re-evaporated with toluene to afford the title product (0.17 g, quant.) as white solid. MS: 130.1 (MH+) Starting materials: CCO, CN(C)CC(=O)N1CCc2cc(N(C)C)c([N+](=O)[O-])cc21, N#N. The product is CN(C)CC(=O)N1CCc2cc(N(C)C)c(N)cc21. As a reaction SMILES: [CH3:24][CH2:25][OH:26].[CH3:3][N:4]([CH3:5])[CH2:6][C:7](=[O:8])[N:9]1[CH2:10][CH2:11][c:12]2[cH:13][c:14]([N:21]([CH3:22])[CH3:23])[c:15]([N+:18]([O-:19])=[O:20])[cH:16][c:17]21.[N:1]#[N:2]>>[CH3:3][N:4]([CH3:5])[CH2:6][C:7](=[O:8])[N:9]1[CH2:10][CH2:11][c:12]2[cH:13][c:14]([N:21]([CH3:22])[CH3:23])[c:15]([NH2:18])[cH:16][c:17]21.